Dataset: the Open Reaction Database (ORD), a public repository of structured organic reaction records. Task: describe an organic reaction: reactants, conditions, products, and yield Starting materials: CC(C)c1nc(O)nc(-c2ccc(F)cc2)c1Br, O=C([O-])[O-], CNS(C)(=O)=O, CCCCOC(C)=O, [K+], [K+], O, Cc1ccc(S(=O)(=O)Cl)cc1. The product is CC(C)c1nc(N(C)S(C)(=O)=O)nc(-c2ccc(F)cc2)c1Br. RXN SMILES: [Br:1][c:2]1[c:3](-[c:12]2[cH:13][cH:14][c:15]([F:18])[cH:16][cH:17]2)[n:4][c:5]([OH:11])[n:6][c:7]1[CH:8]([CH3:9])[CH3:10].[C:19](=[O:20])([O-:21])[O-:22].[CH3:36][NH:37][S:38](=[O:39])(=[O:40])[CH3:41].[CH3:43][CH2:44][CH2:45][CH2:46][O:47][C:48](=[O:49])[CH3:50].[K+:23].[K+:24].[OH2:42].[c:25]1([CH3:26])[cH:27][cH:28][c:29]([S:30]([Cl:31])(=[O:32])=[O:33])[cH:34][cH:35]1>>[Br:1][c:2]1[c:3](-[c:12]2[cH:13][cH:14][c:15]([F:18])[cH:16][cH:17]2)[n:4][c:5]([N:37]([CH3:36])[S:38](=[O:39])(=[O:40])[CH3:41])[n:6][c:7]1[CH:8]([CH3:9])[CH3:10]. The reactants are C\C(=C/CO)\C=C\C1=CC=C(C=C1)C(F)(F)F ((2E,4E)-3-methyl-5-[4-(trifluoromethyl)phenyl]-2,4-pentadien-1-ol). The reagents and catalysts are [O-2].[O-2].[Mn+4] (manganese dioxide). Run in C(Cl)Cl (methylene chloride). Reaction conditions: time 30 minute. Product: C\C(=C/C=O)\C=C\C1=CC=C(C=C1)C(F)(F)F ((2E,4E)-3-Methyl-5-[4-(trifluoromethyl)phenyl]-2,4-pentadienal). Yield: 100.8%. Reaction SMILES: [CH3:1]/[C:2](/[CH:6]=[CH:7]/[C:8]1[CH:13]=[CH:12][C:11]([C:14]([F:17])([F:16])[F:15])=[CH:10][CH:9]=1)=[CH:3]\[CH2:4][OH:5]>C(Cl)Cl.[O-2].[O-2].[Mn+4]>[CH3:1]/[C:2](/[CH:6]=[CH:7]/[C:8]1[CH:9]=[CH:10][C:11]([C:14]([F:15])([F:16])[F:17])=[CH:12][CH:13]=1)=[CH:3]\[CH:4]=[O:5] |f:2.3.4|. Procedure: In 10 ml of methylene chloride were dissolved 460 mg (1.90 mmol) of (2E,4E)-3-methyl-5-[4-(trifluoromethyl)phenyl]-2,4-pentadien-1-ol, and 5 g of active manganese dioxide were added to the mixture, followed by stirring of the resulting mixture at room temperature for 30 minutes. The solid was removed by filtration, and after the filtrate was concentrated, it was purified over silica gel chromatography (eluting solvent: 4% ethyl acetate-hexane) to obtain 460 mg of the title compound as an oil. The reactants are ClCC=1C2=CC=CC=C2C(=C2C=CC=CC12)CCl (9,10-dichloromethylanthracene), CN(CCN)C (2-dimethylaminoethylamine). Solvent: O (water). The product is CN(CCNCC=1C2=CC=CC=C2C(=C2C=CC=CC12)CNCCN(C)C)C (9,10-bis-[N-(2-Dimethylaminoethyl)aminomethyl]anthracene). Yield: 36.7%. RXN SMILES: Cl[CH2:2][C:3]1[C:4]2[C:9]([C:10]([CH2:17]Cl)=[C:11]3[C:16]=1[CH:15]=[CH:14][CH:13]=[CH:12]3)=[CH:8][CH:7]=[CH:6][CH:5]=2.[CH3:19][N:20]([CH3:24])[CH2:21][CH2:22][NH2:23]>O>[CH3:19][N:20]([CH3:24])[CH2:21][CH2:22][NH:23][CH2:2][C:3]1[C:4]2[C:9]([C:10]([CH2:17][NH:23][CH2:22][CH2:21][N:20]([CH3:24])[CH3:19])=[C:11]3[C:16]=1[CH:15]=[CH:14][CH:13]=[CH:12]3)=[CH:8][CH:7]=[CH:6][CH:5]=2. Procedure: 1.0 g (0.0036 mol) of 9,10-dichloromethylanthracene (0.0036 mol) is refluxed for 20 minutes with 15 g of 2-dimethylaminoethylamine. The reaction mixture is added to water and the precipitate collected by filtration. The dried solid is then recrystallised from ethyl acetate to yield 0.5 g of the title compound as yellow crystals, m.p. 58°-60° C.; λmax (distilled water) (E/cm/M) 248 nm (51760), 372 nm (9030), 392 nm (8305). Reactants: C([O-])([O-])=O.[Ba+2] (barium carbonate), O.C1(=CC=C(C=C1)S(=O)(=O)O)C (p-toluene sulfonic acid monohydrate), CCCCC1C(C(CCC(CCCC(CCCC(/C(=C/C(C(CC(CC(CC(CC(CCCC/C(=C/C(C(OC1=O)C(C)C(CCCNC(=N)N)O)C)/C)O)O)O)O)O)O[C@@H]2[C@H]([C@@H]([C@H](O2)CO)O)O)/C)O)O)O)C)O.S(=O)(=O)([O-])[O-] (primycin sulfate). Solvent: CO (methanol), CO (methanol). Reaction conditions: time 15 minute. Yields the product CCCCC1C(C(CCC(CCCC(CCCC(/C(=C/C(C(CC(CC(CC(CC(CCCC/C(=C/C(C(OC1=O)C(C)C(CCCNC(=N)N)O)C)/C)O)O)O)O)O)O[C@@H]2[C@H]([C@@H]([C@H](O2)CO)O)O)/C)O)O)O)C)O.S(=O)(=O)([O-])C1=CC=C(C)C=C1 (primycin tosylate). Yield: 94.7%. As a reaction SMILES: C(=O)([O-])[O-].[Ba+2].O.[C:7]1([CH3:17])[CH:12]=[CH:11][C:10]([S:13]([OH:16])(=[O:15])=[O:14])=[CH:9][CH:8]=1.[CH3:18][CH2:19][CH2:20][CH2:21][CH:22]1[C:57](=[O:58])[O:56][CH:55]([CH:59]([CH:61]([OH:69])[CH2:62][CH2:63][CH2:64][NH:65][C:66]([NH2:68])=[NH:67])[CH3:60])[CH:54]([CH3:70])[CH:53]=[C:52]([CH3:71])[CH2:51][CH2:50][CH2:49][CH2:48][CH:47]([OH:72])[CH2:46][CH:45]([OH:73])[CH2:44][CH:43]([OH:74])[CH2:42][CH:41]([OH:75])[CH2:40][CH:39]([OH:76])[CH:38]([O:77][C@H:78]2[O:82][C@H:81]([CH2:83][OH:84])[C@@H:80]([OH:85])[C@@H:79]2[OH:86])[CH:37]=[C:36]([CH3:87])[CH:35]([OH:88])[CH2:34][CH2:33][CH2:32][CH:31]([OH:89])[CH2:30][CH2:29][CH2:28][CH:27]([OH:90])[CH2:26][CH2:25][CH:24]([CH3:91])[CH:23]1[OH:92].S([O-])([O-])(=O)=O>CO>[CH3:18][CH2:19][CH2:20][CH2:21][CH:22]1[C:57](=[O:58])[O:56][CH:55]([CH:59]([CH:61]([OH:69])[CH2:62][CH2:63][CH2:64][NH:65][C:66]([NH2:68])=[NH:67])[CH3:60])[CH:54]([CH3:70])[CH:53]=[C:52]([CH3:71])[CH2:51][CH2:50][CH2:49][CH2:48][CH:47]([OH:72])[CH2:46][CH:45]([OH:73])[CH2:44][CH:43]([OH:74])[CH2:42][CH:41]([OH:75])[CH2:40][CH:39]([OH:76])[CH:38]([O:77][C@H:78]2[O:82][C@H:81]([CH2:83][OH:84])[C@@H:80]([OH:85])[C@@H:79]2[OH:86])[CH:37]=[C:36]([CH3:87])[CH:35]([OH:88])[CH2:34][CH2:33][CH2:32][CH:31]([OH:89])[CH2:30][CH2:29][CH2:28][CH:27]([OH:90])[CH2:26][CH2:25][CH:24]([CH3:91])[CH:23]1[OH:92].[S:13]([C:10]1[CH:11]=[CH:12][C:7]([CH3:17])=[CH:8][CH:9]=1)([O-:16])(=[O:15])=[O:14] |f:0.1,2.3,4.5,7.8|. Procedure: 0.088 g (0.446 millimoles) of barium carbonate and 0.169 g (0.892 millimoles) of p-toluene sulfonic acid monohydrate are heated to boiling in 20 ml of methanol until all the substance goes into solution. The colorless hot solution thus obtained is poured into a suspension of 0.1 g (0.887 millimoles) of primycin sulfate and 80 ml of methanol. The reaction mixture is heated to boiling for 15 minutes under constant stirring. The hot mixture is filtered through Celite. The filtrate is evaporated in ... Starting materials: C(C)(C)(C)[Si](C)(C)Cl (t-butylchlorodimethylsilane), N,N-dimethylaminopyridine, OCC1=CC=C(C2=C(C=CC=C12)C)OCOC (1-hydroxymethyl-4-methoxymethoxy-5-methylnaphthalene), N1C=NC=C1 (imidazole). Reagents/catalysts: CN(C1=CC=NC=C1)C (4-dimethylaminopyridine). Solvent: O (Water). Reaction conditions: time 8 hour. Product: [Si](C)(C)(C(C)(C)C)OCC1=CC=C(C2=C(C=CC=C12)C)OCOC (1-(t-Butyldimethylsilyl)oxymethyl-4-methoxymethoxy-5-methylnaphthalene). Yield: 91.0%. Reaction SMILES: [C:1]([Si:5](Cl)([CH3:7])[CH3:6])([CH3:4])([CH3:3])[CH3:2].[OH:9][CH2:10][C:11]1[C:20]2[C:15](=[C:16]([CH3:21])[CH:17]=[CH:18][CH:19]=2)[C:14]([O:22][CH2:23][O:24][CH3:25])=[CH:13][CH:12]=1.N1C=CN=C1>CN(C)C1C=CN=CC=1.O>[Si:5]([O:9][CH2:10][C:11]1[C:20]2[C:15](=[C:16]([CH3:21])[CH:17]=[CH:18][CH:19]=2)[C:14]([O:22][CH2:23][O:24][CH3:25])=[CH:13][CH:12]=1)([C:1]([CH3:4])([CH3:3])[CH3:2])([CH3:7])[CH3:6]. Procedure: 13.7 g of t-butylchlorodimethylsilane was added to an N,N-dimethylaminopyridine (100 ml) solution of 14 g of 1-hydroxymethyl-4-methoxymethoxy-5-methylnaphthalene,6.64 g of imidazole, and 0.4 g of 4-dimethylaminopyridine and agitated at room temperature overnight. Water was added to the reaction solution, followed by extraction with ethyl acetate. Thereafter, the resultant organic phase was washed with water and then with a saturated saline solution. After drying with anhydrous magnesium sulfate,... Reactants: COc1c(Br)c(I)c(C)c(C#N)c1NC(=O)C(C)(C)C, CCOC(C)=O, CN(C)C=O, OB(O)C=Cc1ccccc1, c1ccc(P(c2ccccc2)(c2ccccc2)[Pd](P(c2ccccc2)(c2ccccc2)c2ccccc2)(P(c2ccccc2)(c2ccccc2)c2ccccc2)P(c2ccccc2)(c2ccccc2)c2ccccc2)cc1. Product: COc1c(Br)c(C=Cc2ccccc2)c(C)c(C#N)c1NC(=O)C(C)(C)C. RXN SMILES: [Br:6][c:7]1[c:8]([O:24][CH3:25])[c:9]([NH:17][C:18]([C:19]([CH3:20])([CH3:21])[CH3:22])=[O:23])[c:10]([C:15]#[N:16])[c:11]([CH3:14])[c:12]1[I:13].[CH3:114][CH2:115][O:116][C:117](=[O:118])[CH3:119].[CH3:1][N:2]([CH3:3])[CH:4]=[O:5].[CH:26](=[CH:27][c:28]1[cH:29][cH:30][cH:31][cH:32][cH:33]1)[B:34]([OH:35])[OH:36].[cH:37]1[cH:38][cH:39][c:40]([P:41]([Pd:42]([P:43]([c:44]2[cH:45][cH:46][cH:47][cH:48][cH:49]2)([c:50]2[cH:51][cH:52][cH:53][cH:54][cH:55]2)[c:56]2[cH:57][cH:58][cH:59][cH:60][cH:61]2)([P:62]([c:63]2[cH:64][cH:65][cH:66][cH:67][cH:68]2)([c:69]2[cH:70][cH:71][cH:72][cH:73][cH:74]2)[c:75]2[cH:76][cH:77][cH:78][cH:79][cH:80]2)[P:81]([c:82]2[cH:83][cH:84][cH:85][cH:86][cH:87]2)([c:88]2[cH:89][cH:90][cH:91][cH:92][cH:93]2)[c:94]2[cH:95][cH:96][cH:97][cH:98][cH:99]2)([c:100]2[cH:101][cH:102][cH:103][cH:104][cH:105]2)[c:106]2[cH:107][cH:108][cH:109][cH:110][cH:111]2)[cH:112][cH:113]1>>[Br:6][c:7]1[c:8]([O:24][CH3:25])[c:9]([NH:17][C:18]([C:19]([CH3:20])([CH3:21])[CH3:22])=[O:23])[c:10]([C:15]#[N:16])[c:11]([CH3:14])[c:12]1[CH:26]=[CH:27][c:28]1[cH:29][cH:30][cH:31][cH:32][cH:33]1. The reactants are OC1=NOC(=C1I)C1=CC=CC=C1 (3-Hydroxy-4-iodo-5-phenylisoxazole), C(C)(C)(C)OC(=O)NCCO (2-(N-tert-butoxycarbonylamino)ethanol). The product is C(C)(C)(C)OC(=O)NCCOC1=NOC(=C1I)C1=CC=CC=C1 (3-(2-(N-tert-Butoxycarbonylamino)ethoxy)-4-iodo-5-phenylisoxazole). Yield: 73.4%. Reaction SMILES: [OH:1][C:2]1[C:6]([I:7])=[C:5]([C:8]2[CH:13]=[CH:12][CH:11]=[CH:10][CH:9]=2)[O:4][N:3]=1.[C:14]([O:18][C:19]([NH:21][CH2:22][CH2:23]O)=[O:20])([CH3:17])([CH3:16])[CH3:15]>>[C:14]([O:18][C:19]([NH:21][CH2:22][CH2:23][O:1][C:2]1[C:6]([I:7])=[C:5]([C:8]2[CH:13]=[CH:12][CH:11]=[CH:10][CH:9]=2)[O:4][N:3]=1)=[O:20])([CH3:17])([CH3:16])[CH3:15]. Procedure details: 3-Hydroxy-4-iodo-5-phenylisoxazole (0.2 g) and 2-(N-tert-butoxycarbonylamino)ethanol (0.12 g) were subjected to reaction and post-treatment in a similar manner to that described in Example 9(a) to obtain the title compound (0.22 g, 73%) as a colorless powder. Starting materials: Cl.OC(CN1CCC(CC1)N1C(NC2=C1C=CC=C2)=O)C2=CC(=C(C=C2)OCC2=CC=CC=C2)OCC2=CC=CC=C2 (1-[2-hydroxy-2-(3,4-dibenzyloxyphenyl)-1-ethyl]-4-(2-keto-1-benzimidazolinyl)-piperidine hydrochloride), [H][H] (hydrogen). Procedure details: 2.31 g of 1-[2-hydroxy-2-(3,4-dibenzyloxyphenyl)-1-ethyl]-4-(2-keto-1-benzimidazolinyl)-piperidine hydrochloride is dissolved in 250 ml of methanol. 0.3 g of palladium carbon (10%) is added thereto, and the mixture is vigorously shaked in a hydrogen stream under atmospheric pressure. After discontinuation of the absorption of hydrogen, the catalyst is filtered off, and the mother liquor is concentrated. To the residual syrup is added ethyl acetate, and the mixture is well stirred. The mixture is... Yield: 95.0%. Reagents/catalysts: [C].[Pd] (palladium carbon). The product is Cl.OC(CN1CCC(CC1)N1C(NC2=C1C=CC=C2)=O)C2=CC(=C(C=C2)O)O (1-[2-hydroxy-2- (3,4-dihydroxyphenyl)-1-ethyl]-4-(2-keto-1-benzimidazolinyl)-piperidine hydrochloride). The solvent is CO (methanol). As a reaction SMILES: [ClH:1].[OH:2][CH:3]([C:21]1[CH:26]=[CH:25][C:24]([O:27]CC2C=CC=CC=2)=[C:23]([O:35]CC2C=CC=CC=2)[CH:22]=1)[CH2:4][N:5]1[CH2:10][CH2:9][CH:8]([N:11]2[C:15]3[CH:16]=[CH:17][CH:18]=[CH:19][C:14]=3[NH:13][C:12]2=[O:20])[CH2:7][CH2:6]1.[H][H]>CO.[C].[Pd]>[ClH:1].[OH:2][CH:3]([C:21]1[CH:26]=[CH:25][C:24]([OH:27])=[C:23]([OH:35])[CH:22]=1)[CH2:4][N:5]1[CH2:6][CH2:7][CH:8]([N:11]2[C:15]3[CH:16]=[CH:17][CH:18]=[CH:19][C:14]=3[NH:13][C:12]2=[O:20])[CH2:9][CH2:10]1 |f:0.1,4.5,6.7|. Reactants: FC(C(=O)O)(F)F (Trifluoroacetic acid), COC1=C(CN(S(=O)(=O)C=2C=C3CCN(CC3=CC2)C(C(F)(F)F)=O)C2=C(C=C(C=C2)OCCC2=NC=CC=C2)F)C=CC(=C1)OC (N-(2,4-dimethoxybenzyl)-N-{2-fluoro-4-[2-(pyridin-2-yl)ethoxy]phenyl}-2-(trifluoroacetyl)-1,2,3,4-tetrahydroisoquinoline-6-sulfonamide), C(O)([O-])=O.[Na+] (sodium hydrogen carbonate). Run in C1(=CC=CC=C1)OC (anisole), C(Cl)(Cl)Cl (chloroform). Reaction conditions: time 16 hour. Product: FC1=C(C=CC(=C1)OCCC1=NC=CC=C1)NS(=O)(=O)C=1C=C2CCN(CC2=CC1)C(C(F)(F)F)=O (N-{2-fluoro-4-[2-(pyridin-2-yl)ethoxy]phenyl}-2-(trifluoroacetyl)-1,2,3,4-tetrahydroisoquinoline-6-sulfonamide). As a reaction SMILES: FC(F)(F)C(O)=O.COC1C=C(OC)C=CC=1C[N:13]([C:33]1[CH:38]=[CH:37][C:36]([O:39][CH2:40][CH2:41][C:42]2[CH:47]=[CH:46][CH:45]=[CH:44][N:43]=2)=[CH:35][C:34]=1[F:48])[S:14]([C:17]1[CH:18]=[C:19]2[C:24](=[CH:25][CH:26]=1)[CH2:23][N:22]([C:27](=[O:32])[C:28]([F:31])([F:30])[F:29])[CH2:21][CH2:20]2)(=[O:16])=[O:15].C(=O)([O-])O.[Na+]>C1(OC)C=CC=CC=1.C(Cl)(Cl)Cl>[F:48][C:34]1[CH:35]=[C:36]([O:39][CH2:40][CH2:41][C:42]2[CH:47]=[CH:46][CH:45]=[CH:44][N:43]=2)[CH:37]=[CH:38][C:33]=1[NH:13][S:14]([C:17]1[CH:18]=[C:19]2[C:24](=[CH:25][CH:26]=1)[CH2:23][N:22]([C:27](=[O:32])[C:28]([F:29])([F:31])[F:30])[CH2:21][CH2:20]2)(=[O:15])=[O:16] |f:2.3|. Procedure: Trifluoroacetic acid (1 mL) was added to a solution of N-(2,4-dimethoxybenzyl)-N-{2-fluoro-4-[2-(pyridin-2-yl)ethoxy]phenyl}-2-(trifluoroacetyl)-1,2,3,4-tetrahydroisoquinoline-6-sulfonamide obtained (350 mg) in a mixture of anisole (5 mL) and chloroform (5 mL) while cooling in ice, and the mixture was stirred at room temperature for 16 hr. To the reaction mixture was added saturated aqueous sodium hydrogen carbonate solution while cooling in ice, and the mixture was extracted with ethyl acetate.... The reactants are NC=1SC=C(N1)C(C(=O)OCC)=O (ethyl 2-aminothiazol-4-ylglyoxylate), FC1=C(C=CC=C1)N=C=O (o-fluorophenyl isocyanate). The solvent is CN(C=O)C (dimethylformamide). Yields the product FC1=C(C=CC=C1)NC(NC=1SC=C(N1)C(C(=O)OCC)=O)=O (Ethyl 2-(3-o-fluorophenylureido)thiazol-4-ylglyoxylate). As a reaction SMILES: [NH2:1][C:2]1[S:3][CH:4]=[C:5]([C:7](=[O:13])[C:8]([O:10][CH2:11][CH3:12])=[O:9])[N:6]=1.[F:14][C:15]1[CH:20]=[CH:19][CH:18]=[CH:17][C:16]=1[N:21]=[C:22]=[O:23]>CN(C)C=O>[F:14][C:15]1[CH:20]=[CH:19][CH:18]=[CH:17][C:16]=1[NH:21][C:22](=[O:23])[NH:1][C:2]1[S:3][CH:4]=[C:5]([C:7](=[O:13])[C:8]([O:10][CH2:11][CH3:12])=[O:9])[N:6]=1. Procedure: Following a procedure similar to that described in Preparation 1, the desired compound was prepared from 5 g of ethyl 2-aminothiazol-4-ylglyoxylate, 4.87 g of o-fluorophenyl isocyanate and 30 ml of dimethylformamide. The resulting product was a pale yellow powder having the following physical properties.